From a dataset of the Open Reaction Database (ORD), a public repository of structured organic reaction records. describe an organic reaction: reactants, conditions, products, and yield Starting materials: CC(C)(C)[Si](C)(C)Cl, CN(C)C=O, OCc1ncn2ccsc12, c1c[nH]cn1. Product: CC(C)(C)[Si](C)(C)OCc1ncn2ccsc12. As a reaction SMILES: [C:16]([CH3:17])([CH3:18])([CH3:19])[Si:20]([CH3:21])([CH3:22])[Cl:23].[O:24]=[CH:25][N:26]([CH3:27])[CH3:28].[OH:1][CH2:2][c:3]1[n:4][cH:5][n:6]2[c:7]1[s:8][cH:9][cH:10]2.[nH:11]1[cH:12][cH:13][n:14][cH:15]1>>[O:1]([CH2:2][c:3]1[n:4][cH:5][n:6]2[c:7]1[s:8][cH:9][cH:10]2)[Si:20]([C:16]([CH3:17])([CH3:18])[CH3:19])([CH3:21])[CH3:22]. The product is O=C1C(O)C(O)C(=O)N1Cc1ccccc1. As a reaction SMILES: [C:1]([CH:2]([OH:3])[CH:4]([OH:5])[C:6](=[O:7])[OH:9])(=[O:8])[OH:10].[CH3:19][c:20]1[cH:21][c:22]([CH3:23])[cH:24][cH:25][cH:26]1.[NH2:11][CH2:12][c:13]1[cH:14][cH:15][cH:16][cH:17][cH:18]1.[OH2:27]>>[C:1]1(=[O:10])[CH:2]([OH:3])[CH:4]([OH:5])[C:6](=[O:7])[N:11]1[CH2:12][c:13]1[cH:14][cH:15][cH:16][cH:17][cH:18]1. The reactants are O=C(O)C(O)C(O)C(=O)O, Cc1cccc(C)c1, NCc1ccccc1, O. Reactants: C(C)(C)NC1=NC=NC2=C(C=CC=C12)N (N4-isopropylquinazoline-4,8-diamine), CCN(C(C)C)C(C)C (DIPEA), ClC1=CC=C(C(=C1C(=O)O)F)CNC(C(C)C)=O (6-chloro-2-fluoro-3-(isobutyramidomethyl)benzoic acid), S(=O)(Cl)Cl (thionyl chloride). Solvent: C1CCOC1 (THF). Yields the product ClC1=CC=C(C(=C1C(=O)NC=1C=CC=C2C(=NC=NC12)NC(C)C)F)CNC(C(C)C)=O (6-Chloro-2-fluoro-3-(isobutyramidomethyl)-N-(4-(isopropylamino)quinazolin-8-yl)benzamide). Isolated yield 17.5%. RXN SMILES: [CH:1]([NH:4][C:5]1[C:14]2[C:9](=[C:10]([NH2:15])[CH:11]=[CH:12][CH:13]=2)[N:8]=[CH:7][N:6]=1)([CH3:3])[CH3:2].[Cl:16][C:17]1[C:22]([C:23](O)=[O:24])=[C:21]([F:26])[C:20]([CH2:27][NH:28][C:29](=[O:33])[CH:30]([CH3:32])[CH3:31])=[CH:19][CH:18]=1.S(Cl)(Cl)=O.CCN(C(C)C)C(C)C>C1COCC1>[Cl:16][C:17]1[C:22]([C:23]([NH:15][C:10]2[CH:11]=[CH:12][CH:13]=[C:14]3[C:9]=2[N:8]=[CH:7][N:6]=[C:5]3[NH:4][CH:1]([CH3:3])[CH3:2])=[O:24])=[C:21]([F:26])[C:20]([CH2:27][NH:28][C:29](=[O:33])[CH:30]([CH3:31])[CH3:32])=[CH:19][CH:18]=1. Procedure: The title compound was prepared following the procedure described in Example-1 using N4-isopropylquinazoline-4,8-diamine (Intermediate-57, 50 mg, 0.25 mmol), 6-chloro-2-fluoro-3-(isobutyramidomethyl)benzoic acid (Intermediate-60, 100 mg, 0.37 mmol), thionyl chloride (1 mL), and DIPEA (127 mg, 0.99 mmol) in THF (2 mL) to afford 20 mg of the title product. 1H NMR (300 MHz, DMSO-d6): δ 10.42 (s, 1H), 8.70-8.67 (d, J=7.2 Hz, 1H), 8.48 (s, 1H), 8.37 (t, 1H), 8.11-8.08 (d, J=7.8 Hz, 2H), 7.53 (t, 1H),... The reactants are COC1=CC=C2CC(N=CC2=C1)C (7-methoxy-3-methyl-3,4-dihydroisoquinoline), CC1=C(C=CC=C1)C(CBr)=O (2'-methyl-2-bromoacetophenone). Run in C(OC)COC (dimethoxyethane). Conditions: time 14 hour. Yields the product [Br-].COC1=CC=C2CC([N+](=CC2=C1)C1=C(C=CC=C1)C)C (7-methoxy-3-methyl-2-(2-methylphenyl)-3,4-dihydroisoquinolinium bromide). Yield: 54.8%. Reaction SMILES: [CH3:1][O:2][C:3]1[CH:12]=[C:11]2[C:6]([CH2:7][CH:8]([CH3:13])[N:9]=[CH:10]2)=[CH:5][CH:4]=1.[CH3:14][C:15]1[CH:20]=[CH:19][CH:18]=[CH:17][C:16]=1C(=O)C[Br:23]>C(COC)OC>[Br-:23].[CH3:1][O:2][C:3]1[CH:12]=[C:11]2[C:6]([CH2:7][CH:8]([CH3:13])[N+:9]([C:16]3[CH:17]=[CH:18][CH:19]=[CH:20][C:15]=3[CH3:14])=[CH:10]2)=[CH:5][CH:4]=1 |f:3.4|. Reported procedure: To a solution of 12 g of 7-methoxy-3-methyl-3,4-dihydroisoquinoline in 120 ml of dimethoxyethane was added 16 g of 2'-methyl-2-bromoacetophenone, and the mixture was stirred at room temperature for 14 hours. The resulting white powder was collected by filtration to give 13 g of 7-methoxy-3-methyl-2-(2-methylphenyl)-3,4-dihydroisoquinolinium bromide. A mixture of this white powder, 80 ml of acetic acid and 12.8 g of ammonium acetate was then refluxed for 3 hours. After being cooled, the reaction ... Reactants: BrCC1CCCCO1, O=C([O-])[O-], CCC(C)=O, [Cs+], [Cs+], O=C1Nc2ccccc2C12COc1cc3c(cc12)CCO3. Product: O=C1N(CC2CCCCO2)c2ccccc2C12COc1cc3c(cc12)CCO3. Reaction SMILES: [Br:22][CH2:23][CH:24]1[O:25][CH2:26][CH2:27][CH2:28][CH2:29]1.[C:30](=[O:31])([O-:32])[O-:33].[CH3:36][C:37](=[O:38])[CH2:39][CH3:40].[Cs+:34].[Cs+:35].[NH:1]1[C:2](=[O:21])[C:3]2([c:4]3[c:5]([cH:8][c:9]4[c:13]([cH:14]3)[CH2:12][CH2:11][O:10]4)[O:6][CH2:7]2)[c:15]2[cH:16][cH:17][cH:18][cH:19][c:20]21>>[N:1]1([CH2:23][CH:24]2[O:25][CH2:26][CH2:27][CH2:28][CH2:29]2)[C:2](=[O:21])[C:3]2([c:4]3[c:5]([cH:8][c:9]4[c:13]([cH:14]3)[CH2:12][CH2:11][O:10]4)[O:6][CH2:7]2)[c:15]2[cH:16][cH:17][cH:18][cH:19][c:20]21. Starting materials: C(C)(C)(C)OC(NC1CN(CC1)C1CCCC1)=O ((1-Cyclopentyl-pyrrolidin-3-yl)-carbamic acid tert-butyl ester), Cl (HCl). Solvent: CO (methanol), C(C)(C)O (isopropanol). Run at time 24 hour. Product: [Cl-].[Cl-].NC1C[NH+](CC1)C1CCCC1.NC1C[NH+](CC1)C1CCCC1 (3-Amino-1-cyclopentyl-pyrrolidinium dichloride). Reaction SMILES: C(OC(=O)[NH:7][CH:8]1[CH2:12][CH2:11][N:10]([CH:13]2[CH2:17][CH2:16][CH2:15][CH2:14]2)[CH2:9]1)(C)(C)C.[ClH:19]>CO.C(O)(C)C>[Cl-:19].[Cl-:19].[NH2:7][CH:8]1[CH2:12][CH2:11][NH+:10]([CH:13]2[CH2:17][CH2:16][CH2:15][CH2:14]2)[CH2:9]1.[NH2:7][CH:8]1[CH2:12][CH2:11][NH+:10]([CH:13]2[CH2:17][CH2:16][CH2:15][CH2:14]2)[CH2:9]1 |f:4.5.6.7|. Procedure: Pyrrolidin-3-yl-carbamic acid tert-butyl ester (9) (0.25 g, 1.00 mmol, 1 equiv) was dissolved in methanol (50 mL), followed by the addition of 5-6 N HCl in isopropanol (10 mL). The solution was stirred at room temperature for 24 h. The solution was evaporated under reduced pressure to give the title compound (0.22 g, 1.00 mmol, quantitative). Run in C(Cl)Cl (DCM). Run at time 16 hour. Starting materials: Cl (HCl), CC(CCO)(C)O (3-methylbutane-1,3-diol), N1=CC=CC=C1 (pyridine), CC1=CC=C(C=C1)S(=O)(=O)Cl (4-methylbenzenesulfonyl chloride). As a reaction SMILES: [CH3:1][C:2]([OH:7])([CH3:6])[CH2:3][CH2:4][OH:5].N1C=CC=CC=1.[CH3:14][C:15]1[CH:20]=[CH:19][C:18]([S:21](Cl)(=[O:23])=[O:22])=[CH:17][CH:16]=1.Cl>C(Cl)Cl>[OH:7][C:2]([CH3:6])([CH3:1])[CH2:3][CH2:4][O:5][S:21]([C:18]1[CH:19]=[CH:20][C:15]([CH3:14])=[CH:16][CH:17]=1)(=[O:23])=[O:22]. Reported procedure: 10.0 ml (93.7 mmol) of 3-methylbutane-1,3-diol and 7.60 ml (94.9 mmol) pyridine are dissolved in 100 ml DCM. The mixture is cooled in an ice bath. 15.0 g (78.7 mmol) of 4-methylbenzenesulfonyl chloride are added portionwise. The reaction mixture is stirred at r.t. for 16 h. The reaction mixture is poured into 100 ml of 1N aq. HCl and stirred for 10 min. Then the layers are separated. The aq. layer is extracted with DCM. The combined organic layers are washed with brine and dried. The solvent is ... The product is OC(CCOS(=O)(=O)C1=CC=C(C=C1)C)(C)C (Toluene-4-sulfonic acid 3-hydroxy-3-methylbutyl ester).